This data is from the Open Reaction Database (ORD), a public repository of structured organic reaction records. The task is: describe an organic reaction: reactants, conditions, products, and yield The product is CC(=O)OC1CCC2(C)C(=CC(=O)C3C2CCC2(C)C(OC(C)=O)CCC32)C1. Reaction SMILES: [C:1]([CH3:2])(=[O:3])[O:4][CH:5]1[CH2:6][C:7]2=[CH:8][CH2:9][CH:10]3[CH:11]4[CH2:12][CH2:13][CH:14]([O:24][C:25]([CH3:26])=[O:27])[C:15]4([CH3:16])[CH2:17][CH2:18][CH:19]3[C:20]2([CH3:23])[CH2:21][CH2:22]1.[C:56]([Cl:57])([Cl:58])([Cl:59])[Cl:60].[CH3:28][C:29](=[O:30])[O:31][C:32](=[O:33])[CH3:34].[CH3:50][OH:51].[CH3:52][C:53](=[O:54])[OH:55].[Cr:35]([O-:36])([O:37][C:38]([CH3:39])([CH3:40])[CH3:41])(=[O:42])=[O:43].[OH:44][C:45]([C:46](=[O:47])[OH:48])=[O:49]>>[C:1]([CH3:2])(=[O:3])[O:4][CH:5]1[CH2:6][C:7]2=[CH:8][C:9](=[O:30])[CH:10]3[CH:11]4[CH2:12][CH2:13][CH:14]([O:24][C:25]([CH3:26])=[O:27])[C:15]4([CH3:16])[CH2:17][CH2:18][CH:19]3[C:20]2([CH3:23])[CH2:21][CH2:22]1. Reactants: CC(=O)OC1CCC2(C)C(=CCC3C2CCC2(C)C(OC(C)=O)CCC32)C1, ClC(Cl)(Cl)Cl, CC(=O)OC(C)=O, CO, CC(=O)O, CC(C)(C)O[Cr](=O)(=O)[O-], O=C(O)C(=O)O. Reactants: [Al+3], ClCCl, CO, [Cl-], [Cl-], [Cl-], O=C(Cl)c1ccc(Cl)nc1, c1cnc2[nH]ccc2c1. Product: O=C(c1ccc(Cl)nc1)c1c[nH]c2ncccc12. Reaction SMILES: [Al+3:4].[CH2:26]([Cl:27])[Cl:28].[CH3:24][OH:25].[Cl-:1].[Cl-:2].[Cl-:3].[Cl:14][c:15]1[cH:16][cH:17][c:18]([C:21](=[O:22])[Cl:23])[cH:19][n:20]1.[nH:5]1[cH:6][cH:7][c:8]2[c:9]1[n:10][cH:11][cH:12][cH:13]2>>[nH:5]1[cH:6][c:7]([C:21]([c:18]2[cH:17][cH:16][c:15]([Cl:14])[n:20][cH:19]2)=[O:22])[c:8]2[c:9]1[n:10][cH:11][cH:12][cH:13]2. Reactants: COc1ccc(Cn2c(=O)ccn(C3OC(C(O)C(NCCCNC(=O)C(CC(C)C)NC(=O)OCc4ccccc4)C(=O)OC(C)(C)C)C(O[Si](C)(C)C(C)(C)C)C3O[Si](C)(C)C(C)(C)C)c2=O)cc1, CC#N, [Ce+4], [Cl-], O=[N+]([O-])[O-], O=[N+]([O-])[O-], O=[N+]([O-])[O-], O=[N+]([O-])[O-], O=[N+]([O-])[O-], [NH4+], [Na+], O. Product: CC(C)CC(NC(=O)OCc1ccccc1)C(=O)NCCCNC(C(=O)OC(C)(C)C)C(O)C1OC(n2ccc(=O)[nH]c2=O)C(O[Si](C)(C)C(C)(C)C)C1O[Si](C)(C)C(C)(C)C. Reaction SMILES: [C:1]([CH3:2])([CH3:3])([CH3:4])[Si:5]([O:6][CH:7]1[CH:8]([CH:37]([CH:38]([NH:39][CH2:40][CH2:41][CH2:42][NH:43][C:44]([CH:45]([NH:46][C:47]([O:48][CH2:49][c:50]2[cH:51][cH:52][cH:53][cH:54][cH:55]2)=[O:56])[CH2:57][CH:58]([CH3:59])[CH3:60])=[O:61])[C:62](=[O:63])[O:64][C:65]([CH3:66])([CH3:67])[CH3:68])[OH:69])[O:9][CH:10]([n:20]2[c:21](=[O:36])[n:22]([CH2:27][c:28]3[cH:29][cH:30][c:31]([O:32][CH3:33])[cH:34][cH:35]3)[c:23](=[O:26])[cH:24][cH:25]2)[CH:11]1[O:12][Si:13]([CH3:14])([CH3:15])[C:16]([CH3:17])([CH3:18])[CH3:19])([CH3:70])[CH3:71].[CH3:96][C:97]#[N:98].[Ce+4:76].[Cl-:95].[N+:72]([O-:73])([O-:74])=[O:75].[N+:78]([O-:79])([O-:80])=[O:81].[N+:82]([O-:83])([O-:84])=[O:85].[N+:86]([O-:87])([O-:88])=[O:89].[N+:90]([O-:91])([O-:92])=[O:93].[NH4+:77].[Na+:94].[OH2:99]>>[C:1]([CH3:2])([CH3:3])([CH3:4])[Si:5]([O:6][CH:7]1[CH:8]([CH:37]([CH:38]([NH:39][CH2:40][CH2:41][CH2:42][NH:43][C:44]([CH:45]([NH:46][C:47]([O:48][CH2:49][c:50]2[cH:51][cH:52][cH:53][cH:54][cH:55]2)=[O:56])[CH2:57][CH:58]([CH3:59])[CH3:60])=[O:61])[C:62](=[O:63])[O:64][C:65]([CH3:66])([CH3:67])[CH3:68])[OH:69])[O:9][CH:10]([n:20]2[c:21](=[O:36])[nH:22][c:23](=[O:26])[cH:24][cH:25]2)[CH:11]1[O:12][Si:13]([CH3:14])([CH3:15])[C:16]([CH3:17])([CH3:18])[CH3:19])([CH3:70])[CH3:71].